Dataset: the Open Reaction Database (ORD), a public repository of structured organic reaction records. Task: describe an organic reaction: reactants, conditions, products, and yield The reactants are C(C)(C)(C)OC(=O)N[C@@H](C(C)C)C(=O)N[C@H](C[C@@H]([C@H](CC1=CC=CC=C1)NC(=O)OCC1=CN=CS1)O)CC1=CC=CC=C1 ((2S,3S,5S)-5-(N-(N-(t-butyloxycarbonyl)valinyl)amino)-2-(N-((5-thiazolyl)methoxycarbonyl)amino)-1,6-diphenyl-3-hydroxyhexane), Cl (HCl). Solvent: O1CCOCC1 (dioxane). Conditions: time 1 hour. The product is Cl.N[C@@H](C(C)C)C(=O)N[C@H](C[C@@H]([C@H](CC1=CC=CC=C1)NC(=O)OCC1=CN=CS1)O)CC1=CC=CC=C1 ((2S,3S,5S)-5-(N-(Valinyl)amino)-2-(N-((5-thiazolyl)methoxycarbonyl)amino)-1,6-diphenyl-3-hydroxyhexane Hydrochloride). Reaction SMILES: C(OC([NH:8][C@H:9]([C:13]([NH:15][C@@H:16]([CH2:38][C:39]1[CH:44]=[CH:43][CH:42]=[CH:41][CH:40]=1)[CH2:17][C@H:18]([OH:37])[C@@H:19]([NH:27][C:28]([O:30][CH2:31][C:32]1[S:36][CH:35]=[N:34][CH:33]=1)=[O:29])[CH2:20][C:21]1[CH:26]=[CH:25][CH:24]=[CH:23][CH:22]=1)=[O:14])[CH:10]([CH3:12])[CH3:11])=O)(C)(C)C.[ClH:45]>O1CCOCC1>[ClH:45].[NH2:8][C@H:9]([C:13]([NH:15][C@@H:16]([CH2:38][C:39]1[CH:40]=[CH:41][CH:42]=[CH:43][CH:44]=1)[CH2:17][C@H:18]([OH:37])[C@@H:19]([NH:27][C:28]([O:30][CH2:31][C:32]1[S:36][CH:35]=[N:34][CH:33]=1)=[O:29])[CH2:20][C:21]1[CH:26]=[CH:25][CH:24]=[CH:23][CH:22]=1)=[O:14])[CH:10]([CH3:12])[CH3:11] |f:3.4|. Reported procedure: To 135 mg (0.27 mmol) of (2S,3S,5S)-5-(N-(N-(t-butyloxycarbonyl)valinyl)amino)-2-(N-((5-thiazolyl)methoxycarbonyl)amino)-1,6-diphenyl-3-hydroxyhexane was added 8 ml of 4M HCl in dioxane. The resulting mixture was stirred at ambient temperature for 1 h and concentrated in vacuo to provide the crude desired compound. Starting materials: [K+], NN, [OH-], O, O, OCCO, Cc1c(C(=O)c2cccnc2)sc2cc(Br)ccc12. Yields the product Cc1c(Cc2cccnc2)sc2cc(Br)ccc12. As a reaction SMILES: [K+:24].[NH2:21][NH2:22].[OH-:23].[OH2:20].[OH2:25].[OH:26][CH2:27][CH2:28][OH:29].[n:1]1[cH:2][c:3]([C:7](=[O:8])[c:9]2[c:10]([CH3:19])[c:11]3[c:12]([s:13]2)[cH:14][c:15]([Br:18])[cH:16][cH:17]3)[cH:4][cH:5][cH:6]1>>[n:1]1[cH:2][c:3]([CH2:7][c:9]2[c:10]([CH3:19])[c:11]3[c:12]([s:13]2)[cH:14][c:15]([Br:18])[cH:16][cH:17]3)[cH:4][cH:5][cH:6]1. Reactants: CC1=C(C(=O)OC)C=C(C(=C1)N1C=CC=C1)S(=O)(=O)C (methyl 2-methyl-4-(1-pyrrolyl)-5-methylsulfonylbenzoate), NC(=N)N (guanidine). The product is NC(=NC(C1=C(C=C(C(=C1)S(=O)(=O)C)N1C=CC=C1)C)=O)N (N-diaminomethylene-2-methyl-4-(1-pyrrolyl)-5-methylsulfonylbenzamide). RXN SMILES: [CH3:1][C:2]1[CH:11]=[C:10]([N:12]2[CH:16]=[CH:15][CH:14]=[CH:13]2)[C:9]([S:17]([CH3:20])(=[O:19])=[O:18])=[CH:8][C:3]=1[C:4](OC)=[O:5].[NH2:21][C:22]([NH2:24])=[NH:23]>>[NH2:23][C:22]([NH2:24])=[N:21][C:4](=[O:5])[C:3]1[CH:8]=[C:9]([S:17]([CH3:20])(=[O:19])=[O:18])[C:10]([N:12]2[CH:16]=[CH:15][CH:14]=[CH:13]2)=[CH:11][C:2]=1[CH3:1]. Procedure details: in stage g) by reaction of methyl 2-methyl-4-(1-pyrrolyl)-5-methylsulfonylbenzoate with guanidine to give the end-product N-diaminomethylene-2-methyl-4-(1-pyrrolyl)-5-methylsulfonylbenzamide, the guanidino group is introduced. The reactants are CCOC(C)=O, CC(C)O, O=[N+]([O-])O, OC1CN(CCCOCCc2ccc3sccc3c2)C1. Product: O=[N+]([O-])O, OC1CN(CCCOCCc2ccc3sccc3c2)C1. Reaction SMILES: [CH3:29][CH2:30][O:31][C:32](=[O:33])[CH3:34].[CH:21]([OH:22])([CH3:23])[CH3:24].[OH:25][N+:26]([O-:27])=[O:28].[s:1]1[cH:2][cH:3][c:4]2[c:5]1[cH:6][cH:7][c:8]([CH2:10][CH2:11][O:12][CH2:13][CH2:14][CH2:15][N:16]1[CH2:17][CH:18]([OH:20])[CH2:19]1)[cH:9]2>>[O:25]=[N+:26]([OH:27])[O-:28].[s:1]1[cH:2][cH:3][c:4]2[c:5]1[cH:6][cH:7][c:8]([CH2:10][CH2:11][O:12][CH2:13][CH2:14][CH2:15][N:16]1[CH2:17][CH:18]([OH:20])[CH2:19]1)[cH:9]2. The reactants are ClC1=CC=C(C=C1)S (p-chlorothiophenol), C[O-].[Na+] (sodium methoxide), C[O-].[Na+] (sodium methoxide). Solvent: CO (methanol). Run at temperature 100 celsius. Yields the product ClC1=CC=C([S-])C=C1.[Na+] (Sodium p-chlorothiophenoxide). As a reaction SMILES: [Cl:1][C:2]1[CH:7]=[CH:6][C:5]([SH:8])=[CH:4][CH:3]=1.C[O-].[Na+:11]>CO>[Cl:1][C:2]1[CH:7]=[CH:6][C:5]([S-:8])=[CH:4][CH:3]=1.[Na+:11] |f:1.2,4.5|. Procedure details: Sodium p-chlorothiophenoxide was prepared from p-chlorothiophenol (4.3 g) in methanol (10 ml) and sodium methoxide (5.4 g of a 30% sodium methoxide solution) by evaporation in a rotary evaporator. The resulting salt was dissolved, together with 3,4-dimethoxy-4'-fluorobenzophenone (7.8 g) in dimethylformamide (30 ml), and the solution was heated at 100° C. for 3 hours. Then, the reaction mixture was poured into water, and the crystals which precipitated were recrystallized from ethanol. Starting materials: CC(C)=O, O=[N+]([O-])c1ccccc1S(=O)(=O)Cl, O=C(O)C1CN1, [Na+], [OH-]. Yields the product O=C(O)C1CN1S(=O)(=O)c1ccccc1[N+](=O)[O-]. As a reaction SMILES: [CH3:22][C:23](=[O:24])[CH3:25].[N+:7](=[O:8])([O-:9])[c:10]1[c:11]([S:16](=[O:17])(=[O:18])[Cl:19])[cH:12][cH:13][cH:14][cH:15]1.[NH:1]1[CH:2]([C:4](=[O:5])[OH:6])[CH2:3]1.[Na+:21].[OH-:20]>>[N:1]1([S:16]([c:11]2[c:10]([N+:7](=[O:8])[O-:9])[cH:15][cH:14][cH:13][cH:12]2)(=[O:17])=[O:18])[CH:2]([C:4](=[O:5])[OH:6])[CH2:3]1. RXN SMILES: [C:1]([CH3:2])([CH3:3])([CH3:4])[O:5][C:6](=[O:7])[NH:8][CH2:9][CH2:10][NH:11][C:12]([c:13]1[cH:14][c:15]([C:16](=[O:17])[OH:18])[cH:19][cH:20][cH:21]1)=[O:22].[CH3:23][NH:24][CH2:25][CH2:26][N:27]1[CH2:28][CH2:29][CH:30]([O:33][C:34]([NH:35][c:36]2[c:37](-[c:42]3[cH:43][cH:44][cH:45][cH:46][cH:47]3)[cH:38][cH:39][cH:40][cH:41]2)=[O:48])[CH2:31][CH2:32]1.[CH3:49][CH2:50][N:51]=[C:52]=[N:53][CH2:54][CH2:55][CH2:56][N:57]([CH3:58])[CH3:59].[CH:60]([N:61]([CH2:62][CH3:63])[CH:64]([CH3:65])[CH3:66])([CH3:67])[CH3:68].[Cl:69][CH2:70][Cl:71]>>[C:1]([CH3:2])([CH3:3])([CH3:4])[O:5][C:6](=[O:7])[NH:8][CH2:9][CH2:10][NH:11][C:12]([c:13]1[cH:14][c:15]([C:16](=[O:18])[CH2:23][NH:24][CH2:25][CH2:26][N:27]2[CH2:28][CH2:29][CH:30]([O:33][C:34]([NH:35][c:36]3[c:37](-[c:42]4[cH:43][cH:44][cH:45][cH:46][cH:47]4)[cH:38][cH:39][cH:40][cH:41]3)=[O:48])[CH2:31][CH2:32]2)[cH:19][cH:20][cH:21]1)=[O:22]. Yields the product CC(C)(C)OC(=O)NCCNC(=O)c1cccc(C(=O)CNCCN2CCC(OC(=O)Nc3ccccc3-c3ccccc3)CC2)c1. The reactants are CC(C)(C)OC(=O)NCCNC(=O)c1cccc(C(=O)O)c1, CNCCN1CCC(OC(=O)Nc2ccccc2-c2ccccc2)CC1, CCN=C=NCCCN(C)C, CCN(C(C)C)C(C)C, ClCCl.